This data is from the Open Reaction Database (ORD), a public repository of structured organic reaction records. The task is: describe an organic reaction: reactants, conditions, products, and yield Reactants: OC(C[C@@]1(CCN(C(O1)=O)[C@@H](C)C1=CC=C(C=C1)B1OC(C(O1)(C)C)(C)C)C1=CC=CC=C1)(C)C ((S)-6-(2-hydroxy-2-methylpropyl)-6-phenyl-3-[(S)-1-(4-(4,4,5,5-tetramethyl-1,3,2-dioxaborolan-2-yl)phenyl)ethyl]-1,3-oxazinan-2-one), ClC=1N=NC(=CC1)C (3-chloro-6-methyl-pyridazine). The product is OC(C[C@@]1(CCN(C(O1)=O)[C@@H](C)C1=CC=C(C=C1)C=1N=NC(=CC1)C)C1=CC=CC=C1)(C)C ((S)-6-(2-Hydroxy-2-methyl-propyl)-3-{(S)-1-[4-(6-methyl-pyridazin-3-yl)-phenyl]-ethyl}-6-phenyl-[1,3]oxazinan-2-one). Reaction SMILES: [OH:1][C:2]([CH3:35])([CH3:34])[CH2:3][C@@:4]1([C:28]2[CH:33]=[CH:32][CH:31]=[CH:30][CH:29]=2)[O:9][C:8](=[O:10])[N:7]([C@H:11]([C:13]2[CH:18]=[CH:17][C:16](B3OC(C)(C)C(C)(C)O3)=[CH:15][CH:14]=2)[CH3:12])[CH2:6][CH2:5]1.Cl[C:37]1[N:38]=[N:39][C:40]([CH3:43])=[CH:41][CH:42]=1>>[OH:1][C:2]([CH3:34])([CH3:35])[CH2:3][C@@:4]1([C:28]2[CH:33]=[CH:32][CH:31]=[CH:30][CH:29]=2)[O:9][C:8](=[O:10])[N:7]([C@H:11]([C:13]2[CH:14]=[CH:15][C:16]([C:37]3[N:38]=[N:39][C:40]([CH3:43])=[CH:41][CH:42]=3)=[CH:17][CH:18]=2)[CH3:12])[CH2:6][CH2:5]1. Procedure details: (S)-6-(2-Hydroxy-2-methyl-propyl)-3-{(S)-1-[4-(6-methyl-pyridazin-3-yl)-phenyl]-ethyl}-6-phenyl-[1,3]oxazinan-2-one was prepared from (S)-6-(2-hydroxy-2-methylpropyl)-6-phenyl-3-[(S)-1-(4-(4,4,5,5-tetramethyl-1,3,2-dioxaborolan-2-yl)phenyl)ethyl]-1,3-oxazinan-2-one and 3-chloro-6-methyl-pyridazine following a procedure analogous to that described in Example 138 Method 2. Yield: 3.09 g (62% of theory). Mass spectrum (ESI+): m/z=446 [M+H]+.